describe an organic reaction: reactants, conditions, products, and yield From a dataset of the Open Reaction Database (ORD), a public repository of structured organic reaction records. Procedure: 250 ml. of a solution of 68 g. of 3β-hydroxy-androsta5,16-diene in 1.25 l. of toluene and 0.5 l. of cyclohexanone was distilled to obtain an anhydrous solution. A solution of 34 g. of aluminum isopropoxide in 170 ml. of dry toluene was added. The mixture was slowly distilled during 30 minutes to remove the acetone formed. After completion of the reaction water was added, and the mixture steam distilled to remove volatile components. the residue was extracted with methyl isobutyl ketone and the e... The solvent is O (water). The reactants are O[C@@H]1CC2=CC[C@H]3[C@@H]4CC=C[C@@]4(C)CC[C@@H]3[C@]2(CC1)C (3β-hydroxy-androsta5,16-diene), C1(=CC=CC=C1)C (toluene), C1(=CC=CC=C1)C (toluene), CC([O-])C.[Al+3].CC([O-])C.CC([O-])C (aluminum isopropoxide). The product is C[C@@]12C=CC[C@H]1[C@@H]1CCC3=CC(CC[C@]3(C)[C@H]1CC2)=O (androsta-4,16-dien-3-one). RXN SMILES: [OH:1][C@H:2]1[CH2:19][CH2:18][C@@:17]2([CH3:20])[C:4](=[CH:5][CH2:6][C@@H:7]3[C@@H:16]2[CH2:15][CH2:14][C@@:12]2([CH3:13])[C@H:8]3[CH2:9][CH:10]=[CH:11]2)[CH2:3]1.C1(C)C=CC=CC=1.CC(C)[O-].[Al+3].CC(C)[O-].CC(C)[O-]>O>[CH3:13][C@:12]12[CH2:14][CH2:15][C@H:16]3[C@@H:7]([CH2:6][CH2:5][C:4]4[C@:17]3([CH3:20])[CH2:18][CH2:19][C:2](=[O:1])[CH:3]=4)[C@@H:8]1[CH2:9][CH:10]=[CH:11]2 |f:2.3.4.5|. Product: ClC1(N(CCNCCNCCNCCNC1)Cl)CCCCCCCCCCCCCCCCCC.[Mn+2] (Manganese(II)dichloro(2-Octadecyl-1,4,7,10,13-pentaazacyclopentadecane)). Conditions: time 8 hour. Solvent: CO (methanol). Procedure details: To a refluxing solution of anhydrous manganese(II) chloride (0.18 g, 1.4 mmol) in anhydrous methanol (50 ml) was added 2-octadecy-1,4,7,10,13-pentaazacyclopentadecane prepared as in example 28I (0.65 g, 1.4 mmol). The resulting solution was refluxed under a dry nitrogen atmosphere for 2 h and then stirred at room temperature overnight. The solvent was removed in vacuo, the oily residue redissolved in hot THF (20 ml) and filtered. The solution was concentrated and hot ethyl ether was added with s... The yield is 75.0%. The reactants are C(CCCCCCCCCCCCCCCCC)C1NCCNCCNCCNCCNC1 (2-octadecy-1,4,7,10,13-pentaazacyclopentadecane), [Cl-].[Mn+2].[Cl-] (manganese(II) chloride), example 28I. Reaction SMILES: [Cl-:1].[Mn+2:2].[Cl-:3].[CH2:4]([CH:22]1[CH2:36][NH:35][CH2:34][CH2:33][NH:32][CH2:31][CH2:30][NH:29][CH2:28][CH2:27][NH:26][CH2:25][CH2:24][NH:23]1)[CH2:5][CH2:6][CH2:7][CH2:8][CH2:9][CH2:10][CH2:11][CH2:12][CH2:13][CH2:14][CH2:15][CH2:16][CH2:17][CH2:18][CH2:19][CH2:20][CH3:21]>CO>[Cl:1][C:22]1([CH2:4][CH2:5][CH2:6][CH2:7][CH2:8][CH2:9][CH2:10][CH2:11][CH2:12][CH2:13][CH2:14][CH2:15][CH2:16][CH2:17][CH2:18][CH2:19][CH2:20][CH3:21])[CH2:36][NH:35][CH2:34][CH2:33][NH:32][CH2:31][CH2:30][NH:29][CH2:28][CH2:27][NH:26][CH2:25][CH2:24][N:23]1[Cl:3].[Mn+2:2] |f:0.1.2,5.6|. Yields the product Cc1cc(C(F)(C(F)(F)F)C(F)(F)F)cc(C)c1NC(=O)c1ccc(C#N)c(NC(=O)c2ccccc2)c1F. Starting materials: O=C(Cl)c1ccccc1, Cc1cc(C(F)(C(F)(F)F)C(F)(F)F)cc(C)c1NC(=O)c1ccc(C#N)c(N)c1F, C1CCOC1, c1ccncc1. Reaction SMILES: [C:38]([c:39]1[cH:40][cH:41][cH:42][cH:43][cH:44]1)(=[O:45])[Cl:46].[NH2:1][c:2]1[c:3]([F:31])[c:4]([C:5](=[O:6])[NH:7][c:8]2[c:9]([CH3:25])[cH:10][c:11]([C:15]([C:16]([F:17])([F:18])[F:19])([C:20]([F:21])([F:22])[F:23])[F:24])[cH:12][c:13]2[CH3:14])[cH:26][cH:27][c:28]1[C:29]#[N:30].[O:47]1[CH2:48][CH2:49][CH2:50][CH2:51]1.[cH:32]1[cH:33][cH:34][n:35][cH:36][cH:37]1>>[NH:1]([c:2]1[c:3]([F:31])[c:4]([C:5](=[O:6])[NH:7][c:8]2[c:9]([CH3:25])[cH:10][c:11]([C:15]([C:16]([F:17])([F:18])[F:19])([C:20]([F:21])([F:22])[F:23])[F:24])[cH:12][c:13]2[CH3:14])[cH:26][cH:27][c:28]1[C:29]#[N:30])[C:38]([c:39]1[cH:40][cH:41][cH:42][cH:43][cH:44]1)=[O:45]. The reactants are CCC(C(=O)OC(C)(C)C)n1cccc(NC(C)=O)c1=O, ClCCl, O=C(O)C(F)(F)F. The product is CCC(C(=O)O)n1cccc(NC(C)=O)c1=O. Reaction SMILES: [C:1]([CH3:2])([CH3:3])([CH3:4])[O:5][C:6]([CH:7]([CH2:8][CH3:9])[n:10]1[c:11](=[O:20])[c:12]([NH:16][C:17]([CH3:18])=[O:19])[cH:13][cH:14][cH:15]1)=[O:21].[Cl:29][CH2:30][Cl:31].[OH:22][C:23]([C:24]([F:25])([F:26])[F:27])=[O:28]>>[O:5]=[C:6]([CH:7]([CH2:8][CH3:9])[n:10]1[c:11](=[O:20])[c:12]([NH:16][C:17]([CH3:18])=[O:19])[cH:13][cH:14][cH:15]1)[OH:21]. Starting materials: C(=O)(OC(C)(C)C)N1CC(CC1)O (N-Boc-3-hydroxypyrrolidine), [H-].[Na+] (NaH), BrC=1C(=NC(=NC1)Cl)Cl (5-bromo-2,4-dichloropyrimidine). The solvent is C1CCOC1 (THF), C1CCOC1 (THF). Conditions: time 19 hour. Product: BrC=1C(=NC(=NC1)Cl)OC1CN(CC1)C(=O)OC(C)(C)C (tert-Butyl 3-(5-bromo-2-chloropyrimidin-4-yloxy)pyrrolidine-1-carboxylate). Isolated yield 79.2%. Reaction SMILES: [C:1]([N:8]1[CH2:12][CH2:11][CH:10]([OH:13])[CH2:9]1)([O:3][C:4]([CH3:7])([CH3:6])[CH3:5])=[O:2].[H-].[Na+].[Br:16][C:17]1[C:18](Cl)=[N:19][C:20]([Cl:23])=[N:21][CH:22]=1>C1COCC1>[Br:16][C:17]1[C:18]([O:13][CH:10]2[CH2:11][CH2:12][N:8]([C:1]([O:3][C:4]([CH3:7])([CH3:6])[CH3:5])=[O:2])[CH2:9]2)=[N:19][C:20]([Cl:23])=[N:21][CH:22]=1 |f:1.2|. Procedure: To a solution of N-Boc-3-hydroxypyrrolidine (2.06 g, 11 mmol) in anhydrous THF (50 mL), was added NaH (60% oil dispersion, 0.44 g, 11 mmol). The mixture was stirred at room temperature for 19 h. The reaction mixture was cooled to −0° C. and was added slowly to a solution of 5-bromo-2,4-dichloropyrimidine (2.28 g, 10 mmol) in anhydrous THF (20 mL) at −5° C. The resulting mixture was stirred at −0° C. for 5 h and quenched with water. The aqueous solution was extracted with ethyl acetate (3×50 mL).... Starting materials: Cc1ccc(-c2ccccc2C(=O)Nc2ccc(C(=O)N(C)c3ccccc3SCCCCCC(=O)N3CCN(C)CC3)cc2)cc1, CCOCC, O=C(OO)c1cccc(Cl)c1, ClCCl. Yields the product Cc1ccc(-c2ccccc2C(=O)Nc2ccc(C(=O)N(C)c3ccccc3S(=O)CCCCCC(=O)N3CCN(C)CC3)cc2)cc1. Reaction SMILES: [CH3:1][c:2]1[cH:3][cH:4][c:5](-[c:8]2[c:9]([C:14](=[O:15])[NH:16][c:17]3[cH:18][cH:19][c:20]([C:21](=[O:22])[N:23]([c:24]4[c:25]([S:30][CH2:31][CH2:32][CH2:33][CH2:34][CH2:35][C:36](=[O:37])[N:38]5[CH2:39][CH2:40][N:41]([CH3:44])[CH2:42][CH2:43]5)[cH:26][cH:27][cH:28][cH:29]4)[CH3:45])[cH:46][cH:47]3)[cH:10][cH:11][cH:12][cH:13]2)[cH:6][cH:7]1.[CH3:59][CH2:60][O:61][CH2:62][CH3:63].[Cl:48][c:49]1[cH:50][cH:51][cH:52][c:53]([C:54]([O:55][OH:57])=[O:56])[cH:58]1.[Cl:64][CH2:65][Cl:66]>>[CH3:1][c:2]1[cH:3][cH:4][c:5](-[c:8]2[c:9]([C:14](=[O:15])[NH:16][c:17]3[cH:18][cH:19][c:20]([C:21](=[O:22])[N:23]([c:24]4[c:25]([S:30]([CH2:31][CH2:32][CH2:33][CH2:34][CH2:35][C:36](=[O:37])[N:38]5[CH2:39][CH2:40][N:41]([CH3:44])[CH2:42][CH2:43]5)=[O:56])[cH:26][cH:27][cH:28][cH:29]4)[CH3:45])[cH:46][cH:47]3)[cH:10][cH:11][cH:12][cH:13]2)[cH:6][cH:7]1.